Dataset: the Open Reaction Database (ORD), a public repository of structured organic reaction records. Task: describe an organic reaction: reactants, conditions, products, and yield The reactants are OCc1cn2cccc(OCc3ccccc3)c2n1, ClC(Cl)Cl, [Na+], O=C([O-])O, O, O=S(Cl)Cl. Product: ClCc1cn2cccc(OCc3ccccc3)c2n1. Reaction SMILES: [CH2:1]([c:2]1[cH:3][cH:4][cH:5][cH:6][cH:7]1)[O:8][c:9]1[c:10]2[n:11]([cH:12][cH:13][cH:14]1)[cH:15][c:16]([CH2:18][OH:19])[n:17]2.[Cl:30][CH:31]([Cl:32])[Cl:33].[Na+:28].[O-:24][C:25]([OH:26])=[O:27].[OH2:29].[S:20]([Cl:21])([Cl:22])=[O:23]>>[CH2:1]([c:2]1[cH:3][cH:4][cH:5][cH:6][cH:7]1)[O:8][c:9]1[c:10]2[n:11]([cH:12][cH:13][cH:14]1)[cH:15][c:16]([CH2:18][Cl:22])[n:17]2. The reactants are [C@H]12N[C@@H](C[C@@H]2C1)CNC(=O)C1=CC=CC=2OCCOC21 (2,3-dihydro-benzo[1,4]dioxine-5-carboxylic acid [(1S,3S,5S)-2-aza-bicyclo[3.1.0]hex-3-ylmethyl]-amide), NC=1SC(=C(N1)C(=O)O)C1=CC(=CC=C1)F (2-amino-5-(3-fluoro-phenyl)-thiazole-4-carboxylic acid). The product is NC=1SC(=C(N1)C(=O)N1[C@H]2C[C@H]2C[C@H]1CNC(=O)C1=CC=CC=2OCCOC21)C2=CC(=CC=C2)F (2,3-dihydro-benzo[1,4]dioxine-5-carboxylic acid {(1S,3S,5S)-2-[2-amino-5-(3-fluoro-phenyl)-thiazole-4-carbonyl]-2-aza-bicyclo[3.1.0]hex-3-ylmethyl}-amide). RXN SMILES: [C@H:1]12[CH2:6][C@H:5]1[CH2:4][C@@H:3]([CH2:7][NH:8][C:9]([C:11]1[C:20]3[O:19][CH2:18][CH2:17][O:16][C:15]=3[CH:14]=[CH:13][CH:12]=1)=[O:10])[NH:2]2.[NH2:21][C:22]1[S:23][C:24]([C:30]2[CH:35]=[CH:34][CH:33]=[C:32]([F:36])[CH:31]=2)=[C:25]([C:27](O)=[O:28])[N:26]=1>>[NH2:21][C:22]1[S:23][C:24]([C:30]2[CH:35]=[CH:34][CH:33]=[C:32]([F:36])[CH:31]=2)=[C:25]([C:27]([N:2]2[C@H:3]([CH2:7][NH:8][C:9]([C:11]3[C:20]4[O:19][CH2:18][CH2:17][O:16][C:15]=4[CH:14]=[CH:13][CH:12]=3)=[O:10])[CH2:4][C@H:5]3[C@@H:1]2[CH2:6]3)=[O:28])[N:26]=1. Procedure details: prepared by reaction of 2,3-dihydro-benzo[1,4]dioxine-5-carboxylic acid [(1S,3S,5S)-2-aza-bicyclo[3.1.0]hex-3-ylmethyl]-amide with 2-amino-5-(3-fluoro-phenyl)-thiazole-4-carboxylic acid. LC-MS (basic): tR=1.28 min; [M+H]+=495.1. Reactants: ClC1=CC(=C(C=C1)C(CC(=O)C1CC1)=O)S(=O)(=O)C (1-(4-chloro-2-methylsulphonylphenyl)-3-cyclopropylpropan-1,3-dione), C(OCC)(OCC)OCC (triethyl orthoformate). Solvent: C(C)(=O)OC(C)=O (acetic anhydride). Yields the product ClC1=CC(=C(C=C1)C(C(C(=O)C1CC1)=COCC)=O)S(=O)(=O)C (1-(4-chloro-2-methylsulphonylphenyl)-3-cyclopropyl-2-ethoxymethylenepropan-1,3-dione). Isolated yield 99.7%. RXN SMILES: [Cl:1][C:2]1[CH:7]=[CH:6][C:5]([C:8](=[O:15])[CH2:9][C:10]([CH:12]2[CH2:14][CH2:13]2)=[O:11])=[C:4]([S:16]([CH3:19])(=[O:18])=[O:17])[CH:3]=1.[CH:20](OCC)(OCC)[O:21][CH2:22][CH3:23]>C(OC(=O)C)(=O)C>[Cl:1][C:2]1[CH:7]=[CH:6][C:5]([C:8](=[O:15])[C:9](=[CH:20][O:21][CH2:22][CH3:23])[C:10]([CH:12]2[CH2:13][CH2:14]2)=[O:11])=[C:4]([S:16]([CH3:19])(=[O:18])=[O:17])[CH:3]=1. Procedure details: A mixture of 1-(4-chloro-2-methylsulphonylphenyl)-3-cyclopropylpropan-1,3-dione (7.1 g) and triethyl orthoformate (6.9 g) in acetic anhydride was stirred and heated at reflux for 2 hours. The mixture was evaporated to dryness, toluene was added and the solution was re-evaporated to give 1-(4-chloro-2-methylsulphonylphenyl)-3-cyclopropyl-2-ethoxymethylenepropan-1,3-dione (8.4 g) as a red gum which was not purified further.